describe an organic reaction: reactants, conditions, products, and yield From a dataset of the Open Reaction Database (ORD), a public repository of structured organic reaction records. Reactants: Cn1ccnc1, Cc1ccccc1, CCCCCC, C=C(C)c1cc(F)c(C(C)(C)C(F)(F)F)c(F)c1, CCOC(=O)C=[N+]=[N-]. The product is CCOC(=O)C1CC1(C)c1cc(F)c(C(C)(C)C(F)(F)F)c(F)c1. As a reaction SMILES: [CH3:19][n:20]1[cH:21][n:22][cH:23][cH:24]1.[CH3:33][c:34]1[cH:35][cH:36][cH:37][cH:38][cH:39]1.[CH3:40][CH2:41][CH2:42][CH2:43][CH2:44][CH3:45].[F:1][c:2]1[c:3]([C:12]([C:13]([F:14])([F:15])[F:16])([CH3:17])[CH3:18])[c:4]([F:11])[cH:5][c:6]([C:8](=[CH2:9])[CH3:10])[cH:7]1.[N+:25](=[N-:26])=[CH:27][C:28](=[O:29])[O:30][CH2:31][CH3:32]>>[F:1][c:2]1[c:3]([C:12]([C:13]([F:14])([F:15])[F:16])([CH3:17])[CH3:18])[c:4]([F:11])[cH:5][c:6]([C:8]2([CH3:10])[CH2:9][CH:27]2[C:28](=[O:29])[O:30][CH2:31][CH3:32])[cH:7]1. The reactants are CC1(C)OB(c2ccc(N)cc2)OC1(C)C, O=C=Nc1cc(C(F)(F)F)ccc1F, C1CCOC1. Yields the product CC1(C)OB(c2ccc(NC(=O)Nc3cc(C(F)(F)F)ccc3F)cc2)OC1(C)C. As a reaction SMILES: [CH3:1][C:2]1([CH3:16])[O:3][B:4]([c:9]2[cH:10][cH:11][c:12]([NH2:13])[cH:14][cH:15]2)[O:5][C:6]1([CH3:7])[CH3:8].[F:17][c:18]1[c:19]([N:28]=[C:29]=[O:30])[cH:20][c:21]([C:24]([F:25])([F:26])[F:27])[cH:22][cH:23]1.[O:31]1[CH2:32][CH2:33][CH2:34][CH2:35]1>>[CH3:1][C:2]1([CH3:16])[O:3][B:4]([c:9]2[cH:10][cH:11][c:12]([NH:13][C:29]([NH:28][c:19]3[c:18]([F:17])[cH:23][cH:22][c:21]([C:24]([F:25])([F:26])[F:27])[cH:20]3)=[O:30])[cH:14][cH:15]2)[O:5][C:6]1([CH3:7])[CH3:8].